Dataset: the Open Reaction Database (ORD), a public repository of structured organic reaction records. Task: describe an organic reaction: reactants, conditions, products, and yield The reactants are C[O-].[Na+] (Sodium methoxide), CO (methanol), BrC=1C(=NC=C(C1)[N+](=O)[O-])Cl (3-bromo-2-chloro-5-nitropyridine). The solvent is O (Water). Run at time 1 hour. The product is BrC=1C(=NC=C(C1)[N+](=O)[O-])OC (3-bromo-2-methoxy-5-nitropyridine). As a reaction SMILES: [CH3:1][O-:2].[Na+].CO.[Br:6][C:7]1[C:8](Cl)=[N:9][CH:10]=[C:11]([N+:13]([O-:15])=[O:14])[CH:12]=1>O>[Br:6][C:7]1[C:8]([O:2][CH3:1])=[N:9][CH:10]=[C:11]([N+:13]([O-:15])=[O:14])[CH:12]=1 |f:0.1|. Procedure: Sodium methoxide (28% methanol solution) (2 ml) was added to a methanol (2 ml) solution containing 3-bromo-2-chloro-5-nitropyridine (100 mg), followed by stirring at room temperature for 1 hour. Water was added to the reaction solution, followed by extraction with ethyl acetate. The resultant was washed with saturated saline and dried over anhydrous sodium sulfate, the solvent was distilled away under reduced pressure, and a yellow solid of 3-bromo-2-methoxy-5-nitropyridine (96 mg) was thus obta... Starting materials: O=C(c1ccc(Cl)nc1)c1cn(Cc2cccc(Br)n2)c2ccccc2c1=O, C1CCNC1, C1CCOC1. The product is O=C(c1ccc(N2CCCC2)nc1)c1cn(Cc2cccc(Br)n2)c2ccccc2c1=O. Reaction SMILES: [Br:1][c:2]1[cH:3][cH:4][cH:5][c:6]([CH2:8][n:9]2[cH:10][c:11]([C:20](=[O:21])[c:22]3[cH:23][n:24][c:25]([Cl:28])[cH:26][cH:27]3)[c:12](=[O:19])[c:13]3[cH:14][cH:15][cH:16][cH:17][c:18]23)[n:7]1.[CH2:29]1[CH2:30][CH2:31][NH:32][CH2:33]1.[CH2:34]1[O:35][CH2:36][CH2:37][CH2:38]1>>[Br:1][c:2]1[cH:3][cH:4][cH:5][c:6]([CH2:8][n:9]2[cH:10][c:11]([C:20](=[O:21])[c:22]3[cH:23][n:24][c:25]([N:32]4[CH2:31][CH2:30][CH2:29][CH2:33]4)[cH:26][cH:27]3)[c:12](=[O:19])[c:13]3[cH:14][cH:15][cH:16][cH:17][c:18]23)[n:7]1. Procedure details: The entitled compound is prepared from tert-butyl 4-[4-(1-hydroxy-1H-pyrrolo[3,2-b]pyridin-6-yl)-1H-pyrazol-1-yl]piperidine-1-carboxylate and 1-(bromomethyl)-4-(trifluoromethoxy)benzene as described in the last 2 steps of Example 18. As a reaction SMILES: [OH:1][N:2]1[C:10]2[C:5](=[N:6][CH:7]=[C:8]([C:11]3[CH:12]=[N:13][N:14]([CH:16]4[CH2:21][CH2:20][N:19](C(OC(C)(C)C)=O)[CH2:18][CH2:17]4)[CH:15]=3)[CH:9]=2)[CH:4]=[CH:3]1.Br[CH2:30][C:31]1[CH:36]=[CH:35][C:34]([O:37][C:38]([F:41])([F:40])[F:39])=[CH:33][CH:32]=1>>[NH:19]1[CH2:18][CH2:17][CH:16]([N:14]2[CH:15]=[C:11]([C:8]3[CH:9]=[C:10]4[N:2]([O:1][CH2:30][C:31]5[CH:36]=[CH:35][C:34]([O:37][C:38]([F:39])([F:40])[F:41])=[CH:33][CH:32]=5)[CH:3]=[CH:4][C:5]4=[N:6][CH:7]=3)[CH:12]=[N:13]2)[CH2:21][CH2:20]1. Yields the product N1CCC(CC1)N1N=CC(=C1)C=1C=C2C(=NC1)C=CN2OCC2=CC=C(C=C2)OC(F)(F)F (6-[1-(piperidin-4-yl)-1H-pyrazol-4-yl]-1-{[4-(trifluoromethoxy)benzyl]oxy}-1H-pyrrolo[3,2-b]pyridine). The reactants are ON1C=CC2=NC=C(C=C21)C=2C=NN(C2)C2CCN(CC2)C(=O)OC(C)(C)C (tert-butyl 4-[4-(1-hydroxy-1H-pyrrolo[3,2-b]pyridin-6-yl)-1H-pyrazol-1-yl]piperidine-1-carboxylate), BrCC1=CC=C(C=C1)OC(F)(F)F (1-(bromomethyl)-4-(trifluoromethoxy)benzene). The reactants are CC(C)(C)OC(=O)N1CCC(c2ccc(Br)cc2)CC1, CC(C)(C)PC(C)(C)C, CCCC[Sn](CCCC)(CCCC)c1ncccn1, [Cs+], [F-], [Pd]. Yields the product CC(C)(C)OC(=O)N1CCC(c2ccc(-c3ncccn3)cc2)CC1. RXN SMILES: [C:1]([CH3:2])([CH3:3])([CH3:4])[O:5][C:6](=[O:7])[N:8]1[CH2:9][CH2:10][CH:11]([c:14]2[cH:15][cH:16][c:17]([Br:20])[cH:18][cH:19]2)[CH2:12][CH2:13]1.[C:42]([PH:43][C:44]([CH3:45])([CH3:46])[CH3:47])([CH3:48])([CH3:49])[CH3:50].[CH2:21]([Sn:22]([CH2:23][CH2:24][CH2:25][CH3:32])([c:26]1[n:27][cH:28][cH:29][cH:30][n:31]1)[CH2:33][CH2:34][CH2:35][CH3:36])[CH2:37][CH2:38][CH3:39].[Cs+:41].[F-:40].[Pd:51]>>[C:1]([CH3:2])([CH3:3])([CH3:4])[O:5][C:6](=[O:7])[N:8]1[CH2:9][CH2:10][CH:11]([c:14]2[cH:15][cH:16][c:17](-[c:26]3[n:27][cH:28][cH:29][cH:30][n:31]3)[cH:18][cH:19]2)[CH2:12][CH2:13]1. Starting materials: CCN, Clc1nc(NCC2(c3ccccc3)CCCCC2)c2ccccc2n1, C1CCOC1. The product is CCNc1nc(NCC2(c3ccccc3)CCCCC2)c2ccccc2n1. As a reaction SMILES: [CH3:26][CH2:27][NH2:28].[Cl:1][c:2]1[n:3][c:4]2[cH:5][cH:6][cH:7][cH:8][c:9]2[c:10]([NH:12][CH2:13][C:14]2([c:20]3[cH:21][cH:22][cH:23][cH:24][cH:25]3)[CH2:15][CH2:16][CH2:17][CH2:18][CH2:19]2)[n:11]1.[O:29]1[CH2:30][CH2:31][CH2:32][CH2:33]1>>[c:2]1([NH:28][CH2:27][CH3:26])[n:3][c:4]2[cH:5][cH:6][cH:7][cH:8][c:9]2[c:10]([NH:12][CH2:13][C:14]2([c:20]3[cH:21][cH:22][cH:23][cH:24][cH:25]3)[CH2:15][CH2:16][CH2:17][CH2:18][CH2:19]2)[n:11]1. The reactants are COC(=O)Nc1cc(CBr)on1, O=C1CC(=O)OC(CCc2ccc(C(F)F)c(F)c2)(C2CCCC2)C1, Cc1nc(CCl)n(C)n1, O. Yields the product COC(=O)Nc1cc(CC2=C(O)CC(CCc3ccc(C(F)F)c(F)c3)(C3CCCC3)OC2=O)on1. As a reaction SMILES: [Br:1][CH2:2][c:3]1[cH:4][c:5]([NH:8][C:9]([O:10][CH3:11])=[O:12])[n:6][o:7]1.[CH:22]1([C:27]2([CH2:35][CH2:36][c:37]3[cH:38][c:39]([F:46])[c:40]([CH:43]([F:44])[F:45])[cH:41][cH:42]3)[CH2:28][C:29](=[O:34])[CH2:30][C:31](=[O:33])[O:32]2)[CH2:23][CH2:24][CH2:25][CH2:26]1.[Cl:13][CH2:14][c:15]1[n:16]([CH3:17])[n:18][c:19]([CH3:20])[n:21]1.[OH2:47]>>[CH2:2]([c:3]1[cH:4][c:5]([NH:8][C:9]([O:10][CH3:11])=[O:12])[n:6][o:7]1)[C:30]1=[C:29]([OH:34])[CH2:28][C:27]([CH:22]2[CH2:23][CH2:24][CH2:25][CH2:26]2)([CH2:35][CH2:36][c:37]2[cH:38][c:39]([F:46])[c:40]([CH:43]([F:44])[F:45])[cH:41][cH:42]2)[O:32][C:31]1=[O:33]. The reactants are CS(=O)(=O)NC=1C=C2C(N(C(C2=CC1)=O)CC(=O)OC(C)(C)C)=O (tert-butyl 2-(5-(methylsulfonamido)-1,3-dioxoisoindolin-2-yl)acetate), C(=O)([O-])[O-].[K+].[K+] (K2CO3), ClCC=1SC=CC1 (2-(chloromethyl)thiophene). The solvent is C(C)#N (acetonitrile). Run at temperature 120 celsius. The product is O=C1N(C(C2=CC(=CC=C12)N(S(=O)(=O)C)CC=1SC=CC1)=O)CC(=O)OC(C)(C)C (tert-butyl 2-(1,3-dioxo-5-(N-(thiophen-2-ylmethyl)methylsulfonamido)-isoindolin-2-yl)acetate). The yield is 94.4%. As a reaction SMILES: [CH3:1][S:2]([NH:5][C:6]1[CH:7]=[C:8]2[C:12](=[CH:13][CH:14]=1)[C:11](=[O:15])[N:10]([CH2:16][C:17]([O:19][C:20]([CH3:23])([CH3:22])[CH3:21])=[O:18])[C:9]2=[O:24])(=[O:4])=[O:3].C([O-])([O-])=O.[K+].[K+].Cl[CH2:32][C:33]1[S:34][CH:35]=[CH:36][CH:37]=1>C(#N)C>[O:15]=[C:11]1[C:12]2[C:8](=[CH:7][C:6]([N:5]([CH2:32][C:33]3[S:34][CH:35]=[CH:36][CH:37]=3)[S:2]([CH3:1])(=[O:3])=[O:4])=[CH:14][CH:13]=2)[C:9](=[O:24])[N:10]1[CH2:16][C:17]([O:19][C:20]([CH3:21])([CH3:23])[CH3:22])=[O:18] |f:1.2.3|. Reported procedure: To a solution of tert-butyl 2-(5-(methylsulfonamido)-1,3-dioxoisoindolin-2-yl)acetate (500 mg, 1.411 mmol) (prepared in an analogous manner as previously described in Example 34, Scheme 34, Steps 1, 2, 3) in acetonitrile (10 ml), K2CO3 (390 mg, 2.82 mmol) and 2-(chloromethyl)thiophene (281 mg, 2.116 mmol) (obtainable as described in U.S. Pat. No. 5,716,943, which is incorporated herein by reference in its entirety) were added, and the reaction was heated under microwave irradiation at 120° C. fo... Starting materials: Cl.Cl.NC1=CC(=C(C(=O)NCC2CCNCC2)C=C1Cl)OC (4-Amino-5-chloro-2-methoxy-N-(piperidin-4-ylmethyl)benzamide dihydrochloride), C1(=CC=CC=C1)CCOCCCCCCl (5-(2-phenylethyloxy)-pentyl chloride). The product is NC1=CC(=C(C(=O)NCC2CCN(CC2)CCCCCOCCC2=CC=CC=C2)C=C1Cl)OC (4-amino-5-chloro-2-methoxy-N-((1-(5-(2-phenylethyloxy)pentyl)piperidin-4-yl)methyl)benzamide). Reaction SMILES: Cl.Cl.[NH2:3][C:4]1[C:19]([Cl:20])=[CH:18][C:7]([C:8]([NH:10][CH2:11][CH:12]2[CH2:17][CH2:16][NH:15][CH2:14][CH2:13]2)=[O:9])=[C:6]([O:21][CH3:22])[CH:5]=1.[C:23]1([CH2:29][CH2:30][O:31][CH2:32][CH2:33][CH2:34][CH2:35][CH2:36]Cl)[CH:28]=[CH:27][CH:26]=[CH:25][CH:24]=1>>[NH2:3][C:4]1[C:19]([Cl:20])=[CH:18][C:7]([C:8]([NH:10][CH2:11][CH:12]2[CH2:13][CH2:14][N:15]([CH2:36][CH2:35][CH2:34][CH2:33][CH2:32][O:31][CH2:30][CH2:29][C:23]3[CH:28]=[CH:27][CH:26]=[CH:25][CH:24]=3)[CH2:16][CH2:17]2)=[O:9])=[C:6]([O:21][CH3:22])[CH:5]=1 |f:0.1.2|. Procedure: 4-Amino-5-chloro-2-methoxy-N-(piperidin-4-ylmethyl)benzamide dihydrochloride (2.0 g) as starting compound and 5-(2-phenylethyloxy)-pentyl chloride were reacted and treated in the same manner as in Example 168 to give 0.69 g of 4-amino-5-chloro-2-methoxy-N-((1-(5-(2-phenylethyloxy)pentyl)piperidin-4-yl)methyl)benzamide.